This data is from the Open Reaction Database (ORD), a public repository of structured organic reaction records. The task is: describe an organic reaction: reactants, conditions, products, and yield The reactants are N1=CC=C(C=C1)CN1CC(C2=CC(=CC=C12)O)(C)C (1-(4-pyridylmethyl)-3,3-dimethylindolin-5-ol), C(CCCCC)N=C=O (n-hexylisocyanate), Example 2 ( 2 ). Yields the product C(CCCCC)NC(OC=1C=C2C(CN(C2=CC1)CC1=CC=NC=C1)(C)C)=O (1-(4-pyridylmethyl)-3,3-dimethylindolin-5-yl n-hexylcarbamate), solid. Isolated yield 35.0%. RXN SMILES: [N:1]1[CH:6]=[CH:5][C:4]([CH2:7][N:8]2[C:16]3[C:11](=[CH:12][C:13]([OH:17])=[CH:14][CH:15]=3)[C:10]([CH3:19])([CH3:18])[CH2:9]2)=[CH:3][CH:2]=1.[CH2:20]([N:26]=[C:27]=[O:28])[CH2:21][CH2:22][CH2:23][CH2:24][CH3:25]>>[CH2:20]([NH:26][C:27](=[O:28])[O:17][C:13]1[CH:12]=[C:11]2[C:16](=[CH:15][CH:14]=1)[N:8]([CH2:7][C:4]1[CH:5]=[CH:6][N:1]=[CH:2][CH:3]=1)[CH2:9][C:10]2([CH3:19])[CH3:18])[CH2:21][CH2:22][CH2:23][CH2:24][CH3:25]. Procedure: The title compound was synthesized from 1-(4-pyridylmethyl)-3,3-dimethylindolin-5-ol (20.0 mg, 0.09 mmol) using the same procedure employed for Example 2 (2), but with n-hexylisocyanate instead of 4-isopropylphenylisocyanate. The product was obtained as a white solid (10.4 mg, 35%) having the following characteristics. Starting materials: [C-]#N.[K+] (potassium cyanide), COC1=CC=C(C(=O)OCC2(CC2)CBr)C=C1 (1-(p-methoxybenzoyloxy)methyl 1-bromomethyl cyclopropane), C([O-])(O)=O.[Na+] (sodium bicarbonate). The solvent is O (water), C(C)O (ethanol). Reaction conditions: temperature 35 celsius, time 2 day. The product is COC1=CC=C(C(=O)OCC2(CC2)CC#N)C=C1 (1-(p-methoxybenzoyloxymethyl)cyclopropane-1-acetonitrile). Isolated yield 17.8%. Reaction SMILES: [CH3:1][O:2][C:3]1[CH:17]=[CH:16][C:6]([C:7]([O:9][CH2:10][C:11]2([CH2:14]Br)[CH2:13][CH2:12]2)=[O:8])=[CH:5][CH:4]=1.[C-:18]#[N:19].[K+].C(=O)(O)[O-].[Na+]>C(O)C.O>[CH3:1][O:2][C:3]1[CH:17]=[CH:16][C:6]([C:7]([O:9][CH2:10][C:11]2([CH2:14][C:18]#[N:19])[CH2:13][CH2:12]2)=[O:8])=[CH:5][CH:4]=1 |f:1.2,3.4|. Reported procedure: 261 mg of compound 10a was dissolved in 5 ml ethanol. A solution of 98 mg potassium cyanide in 5 ml water was added and the mixture was stirred at 35° C. for two days. 10 ml of a saturated aqueous sodium bicarbonate was added. The mixture was extracted twice with ethyl acetate. The combined extracts were dried with sodium sulfate and evaporated to give a yellow liquid. Purification with column chromatography (heptane/ethyl acetate 3/1) gave the title compound (38 mg) confirmed by NMR and LC/MS. Reactants: Cc1c(Br)sc2ccc(F)cc12, O=C([O-])[O-], CCC(CC)c1cc(C)nn2cc(C)nc12, [Cs+], [Cs+], CN(C)C=O, c1ccc(P(c2ccccc2)c2ccccc2)cc1. Yields the product CCC(CC)c1cc(C)nn2c(-c3sc4ccc(F)cc4c3C)c(C)nc12. RXN SMILES: [Br:17][c:18]1[c:19]([CH3:28])[c:20]2[c:21]([s:22]1)[cH:23][cH:24][c:25]([F:27])[cH:26]2.[C:48](=[O:49])([O-:50])[O-:51].[CH2:1]([CH3:2])[CH:3]([CH2:4][CH3:5])[c:6]1[c:7]2[n:8]([n:9][c:10]([CH3:12])[cH:11]1)[cH:13][c:14]([CH3:16])[n:15]2.[Cs+:52].[Cs+:53].[O:54]=[CH:55][N:56]([CH3:57])[CH3:58].[c:29]1([P:30]([c:31]2[cH:32][cH:33][cH:34][cH:35][cH:36]2)[c:37]2[cH:38][cH:39][cH:40][cH:41][cH:42]2)[cH:43][cH:44][cH:45][cH:46][cH:47]1>>[CH2:1]([CH3:2])[CH:3]([CH2:4][CH3:5])[c:6]1[c:7]2[n:8]([n:9][c:10]([CH3:12])[cH:11]1)[c:13](-[c:18]1[c:19]([CH3:28])[c:20]3[c:21]([s:22]1)[cH:23][cH:24][c:25]([F:27])[cH:26]3)[c:14]([CH3:16])[n:15]2. Starting materials: CCCCCC, [Cl-], [Cl-], [Cl-], CC(=O)C(F)(F)F, O=C(c1ccc(F)cc1)c1ccc(F)cc1, [Li], C1CCOC1, [Ti+3]. Product: CC(=C(c1ccc(F)cc1)c1ccc(F)cc1)C(F)(F)F. RXN SMILES: [CH3:30][CH2:31][CH2:32][CH2:33][CH2:34][CH3:35].[Cl-:36].[Cl-:37].[Cl-:38].[F:18][C:19]([C:20](=[O:21])[CH3:22])([F:23])[F:24].[F:2][c:3]1[cH:4][cH:5][c:6]([C:7](=[O:8])[c:9]2[cH:10][cH:11][c:12]([F:15])[cH:13][cH:14]2)[cH:16][cH:17]1.[Li:1].[O:25]1[CH2:26][CH2:27][CH2:28][CH2:29]1.[Ti+3:39]>>[F:2][c:3]1[cH:4][cH:5][c:6]([C:7]([c:9]2[cH:10][cH:11][c:12]([F:15])[cH:13][cH:14]2)=[C:20]([C:19]([F:18])([F:23])[F:24])[CH3:22])[cH:16][cH:17]1. Starting materials: COC=1C=C(C(C2=CC=CC3=CC=CC=C23)Cl)C=CC1 (3-methoxy-α-(1-naphthyl)benzyl chloride), OC(C1=CC=C(C=C1)Cl)C1=CC=C(C(=O)N(CC)CC)C=C1 ((±)4-((α-Hydroxy)-4-chlorobenzyl)-N,N-diethlybenzamide). Product: ClC(C1=CC=C(C=C1)Cl)C1=CC=C(C(=O)N(CC)CC)C=C1 ((±)4-((α-Chloro)-4-chlorobenzyl)-N,N-diethylbenzamide). Reaction SMILES: COC1C=C(C=CC=1)C([Cl:17])C1C2C(=CC=CC=2)C=CC=1.O[CH:22]([C:30]1[CH:42]=[CH:41][C:33]([C:34]([N:36]([CH2:39][CH3:40])[CH2:37][CH3:38])=[O:35])=[CH:32][CH:31]=1)[C:23]1[CH:28]=[CH:27][C:26]([Cl:29])=[CH:25][CH:24]=1>>[Cl:17][CH:22]([C:30]1[CH:42]=[CH:41][C:33]([C:34]([N:36]([CH2:39][CH3:40])[CH2:37][CH3:38])=[O:35])=[CH:32][CH:31]=1)[C:23]1[CH:28]=[CH:27][C:26]([Cl:29])=[CH:25][CH:24]=1. Reported procedure: The compound 32 was prepared by following the synthesis procedure as described for compound 2, but substituting compound 1 for compound 31.